From a dataset of the Open Reaction Database (ORD), a public repository of structured organic reaction records. describe an organic reaction: reactants, conditions, products, and yield Reactants: O.O.O.O.O.O.N1CCNCC1 (piperazine hexahydrate), [OH-].[Na+] (sodium hydroxide), Cl (hydrochloric acid), ClC(=O)OCC1=CC=CC=C1 (benzyl chloroformate). Run in CO (methanol), O (water). Conditions: temperature 25 celsius. Product: N1(CCNCC1)C(=O)OCC1=CC=CC=C1 (Benzyl 1-piperazine-carboxylate). As a reaction SMILES: O.O.O.O.O.O.[NH:7]1[CH2:12][CH2:11][NH:10][CH2:9][CH2:8]1.Cl.Cl[C:15]([O:17][CH2:18][C:19]1[CH:24]=[CH:23][CH:22]=[CH:21][CH:20]=1)=[O:16].[OH-].[Na+]>CO.O>[N:7]1([C:15]([O:17][CH2:18][C:19]2[CH:24]=[CH:23][CH:22]=[CH:21][CH:20]=2)=[O:16])[CH2:12][CH2:11][NH:10][CH2:9][CH2:8]1 |f:0.1.2.3.4.5.6,9.10|. Procedure: 250 ml of water and 500 ml of methanol are added to 194 g (1 M) of piperazine hexahydrate, while stirring, and the pH is adjusted to 3 with about 163 ml of concentrated hydrochloric acid. The mixture is then cooled to 25° C. and 100 g (0.59 M) of benzyl chloroformate are added dropwise, while stirring, during which the pH is kept between 3 and 4.5 with sodium hydroxide solution (4 M; about 230 ml). About 700 ml are then stripped off on a rotary evaporator and the residue is washed with water, re... The reactants are O=C(c1ncc[nH]1)c1ncc[nH]1, CC#N, Cc1c(F)c(O)c(C(=O)O)c(=O)n1C, Nc1ccc(Cl)nn1. Yields the product Cc1c(F)c(O)c(C(=O)Nc2ccc(Cl)nn2)c(=O)n1C. RXN SMILES: [C:15]([c:16]1[nH:17][cH:18][cH:19][n:20]1)([c:21]1[nH:22][cH:23][cH:24][n:25]1)=[O:26].[CH3:35][C:36]#[N:37].[F:1][c:2]1[c:3]([OH:14])[c:4]([C:11](=[O:12])[OH:13])[c:5](=[O:10])[n:6]([CH3:9])[c:7]1[CH3:8].[NH2:27][c:28]1[n:29][n:30][c:31]([Cl:34])[cH:32][cH:33]1>>[F:1][c:2]1[c:3]([OH:14])[c:4]([C:11](=[O:13])[NH:27][c:28]2[n:29][n:30][c:31]([Cl:34])[cH:32][cH:33]2)[c:5](=[O:10])[n:6]([CH3:9])[c:7]1[CH3:8].